From a dataset of the Open Reaction Database (ORD), a public repository of structured organic reaction records. describe an organic reaction: reactants, conditions, products, and yield Reactants: ClC1=C(C=CC(=C1)Cl)C1(OC1)CN1N=CN=C1 (2-(2,4-Dichlorophenyl)-2-(1H-1,2,4-triazol-1-yl-methyl)-oxirane), SC=1N(C=CN1)C (2-mercapto-1-methylimidazole). Solvent: O1CCOCC1 (dioxan). The product is ClC1=C(C=CC(=C1)Cl)C(CN1N=CN=C1)(CSC=1N(C=CN1)C)O (1-[2-(2,4-Dichlorophenyl)-2-hydroxy-3-(1-methylimidazol-2-ylthio)-propyl]-1,2,4-triazole). Isolated yield 65.6%. As a reaction SMILES: [Cl:1][C:2]1[CH:7]=[C:6]([Cl:8])[CH:5]=[CH:4][C:3]=1[C:9]1([CH2:12][N:13]2[CH:17]=[N:16][CH:15]=[N:14]2)[CH2:11][O:10]1.[SH:18][C:19]1[N:20]([CH3:24])[CH:21]=[CH:22][N:23]=1>O1CCOCC1>[Cl:1][C:2]1[CH:7]=[C:6]([Cl:8])[CH:5]=[CH:4][C:3]=1[C:9]([OH:10])([CH2:11][S:18][C:19]1[N:20]([CH3:24])[CH:21]=[CH:22][N:23]=1)[CH2:12][N:13]1[CH:17]=[N:16][CH:15]=[N:14]1. Procedure: 2-(2,4-Dichlorophenyl)-2-(1H-1,2,4-triazol-1-yl-methyl)-oxirane (0.27 g, 0.001 m), and 2-mercapto-1-methylimidazole (0.228 g, 0.002 m) were heated under reflux in dioxan for 72 hours. The dioxan was then evaporated and the residue was dissolved in ethyl acetate (70 ml). This solution was washed sequentially with dilute potassium carbonate solution, dilute sodium hydroxide solution, and water dried (MgSO4) and evaporated to give an oil which crystallized on standing. Recrystallization from ethyl ... The reactants are CN(C)C(=O)Cl, CCOC(C)=O, COc1cc(O)ccc1-c1ccc2c(c1COc1cc(F)ccc1C)C(C)=CC(C)(C)N2, c1ccncc1. Product: COc1cc(OC(=O)N(C)C)ccc1-c1ccc2c(c1COc1cc(F)ccc1C)C(C)=CC(C)(C)N2. Reaction SMILES: [CH3:33][N:34]([C:35](=[O:36])[Cl:37])[CH3:38].[CH3:45][CH2:46][O:47][C:48](=[O:49])[CH3:50].[F:1][c:2]1[cH:3][cH:4][c:5]([CH3:32])[c:6]([O:7][CH2:8][c:9]2[c:10]3[c:15]([cH:16][cH:17][c:18]2-[c:19]2[c:20]([O:26][CH3:27])[cH:21][c:22]([OH:25])[cH:23][cH:24]2)[NH:14][C:13]([CH3:28])([CH3:29])[CH:12]=[C:11]3[CH3:30])[cH:31]1.[cH:39]1[cH:40][cH:41][n:42][cH:43][cH:44]1>>[F:1][c:2]1[cH:3][cH:4][c:5]([CH3:32])[c:6]([O:7][CH2:8][c:9]2[c:10]3[c:15]([cH:16][cH:17][c:18]2-[c:19]2[c:20]([O:26][CH3:27])[cH:21][c:22]([O:25][C:35]([N:34]([CH3:33])[CH3:38])=[O:36])[cH:23][cH:24]2)[NH:14][C:13]([CH3:28])([CH3:29])[CH:12]=[C:11]3[CH3:30])[cH:31]1. The reactants are FC1=CC=C(C=C1)/C=C/CO ((2E)-3-(4-Fluorophenyl)prop-2-en-1-ol), N1=CC=CC=C1 (pyridine), S(=O)(Cl)Cl (thionyl chloride). Run in ClCCl (dichloromethane), ClCCl (dichloromethane). Run at time 30 minute. The product is ClC/C=C/C1=CC=C(C=C1)F (1-[(1E)-3-chloroprop-1-en-1-yl]-4-fluorobenzene). Reaction SMILES: [F:1][C:2]1[CH:7]=[CH:6][C:5](/[CH:8]=[CH:9]/[CH2:10]O)=[CH:4][CH:3]=1.N1C=CC=CC=1.S(Cl)([Cl:20])=O>ClCCl>[Cl:20][CH2:10]/[CH:9]=[CH:8]/[C:5]1[CH:6]=[CH:7][C:2]([F:1])=[CH:3][CH:4]=1. Procedure: (2E)-3-(4-Fluorophenyl)prop-2-en-1-ol (1.36 g) synthesized in Reference Example 24 was dissolved in dichloromethane (45 mL), pyridine (0.78 g) and thionyl chloride (0.72 mL) were added under ice-cooling, and the mixture was stirred for 30 min. The mixture was diluted with dichloromethane. The organic layer was washed successively with water and saturated brine, and dried over anhydrous sodium sulfate. The solvent was evaporated under reduced pressure, and the residue was purified by silica gel c... The reactants are O (water), COC(=O)C1=CC(=C(C=2OCCOC21)OC)S(N)(=O)=O (methyl-8-methoxy-7-sulfamoyl-1,4-benzodioxane-5-carboxylate), C(CO)O (ethylene glycol), C(C)N1C(CCC1)CN (1-ethyl-2-aminomethylpyrrolidine). The solvent is C(C)(=O)O (acetic acid). Conditions: temperature 50 celsius. Yields the product C(C)N1C(CCC1)CNC(=O)C1=CC(=C(C=2OCCOC21)OC)S(N)(=O)=O (N-(1-ethyl-2-pyrrolidyl-methyl)-8-methoxy-7-sulfamoyl-1,4-benzodioxane-5-carboxamide). Yield: 72.9%. Reaction SMILES: CO[C:3]([C:5]1[C:14]2[O:13][CH2:12][CH2:11][O:10][C:9]=2[C:8]([O:15][CH3:16])=[C:7]([S:17](=[O:20])(=[O:19])[NH2:18])[CH:6]=1)=[O:4].C(O)CO.[CH2:25]([N:27]1[CH2:31][CH2:30][CH2:29][CH:28]1[CH2:32][NH2:33])[CH3:26].O>C(O)(=O)C>[CH2:25]([N:27]1[CH2:31][CH2:30][CH2:29][CH:28]1[CH2:32][NH:33][C:3]([C:5]1[C:14]2[O:13][CH2:12][CH2:11][O:10][C:9]=2[C:8]([O:15][CH3:16])=[C:7]([S:17](=[O:19])(=[O:20])[NH2:18])[CH:6]=1)=[O:4])[CH3:26]. Procedure: 150 g of methyl-8-methoxy-7-sulfamoyl-1,4-benzodioxane-5-carboxylate and 750 cm3 of ethylene glycol were introduced into a balloon flask. After dissolution, 127 g of 1-ethyl-2-aminomethylpyrrolidine was added and the mixture was heated at 50° C. The resulting solution was dissolved with 2 liters of water and acidified by means of 120 cm3 of acetic acid. The precipitate formed was dried off, washed with water and then dried. The precipitate was then redissolved in 915 cm3 of hot water. The soluti...